Task: describe an organic reaction: reactants, conditions, products, and yield. Dataset: the Open Reaction Database (ORD), a public repository of structured organic reaction records The reactants are ClC1=NC(=C(C(=N1)C)C(C(=O)OC)CCC)C1=CC=C(C=C1)C (Methyl 2-(2-chloro-4-methyl-6-p-tolylpyrimidin-5-yl)pentanoate), CC=1C=CC(=CC1)S(=O)(=O)N (p-toluenesulfonamide), CC1(C2=C(C(=CC=C2)P(C3=CC=CC=C3)C4=CC=CC=C4)OC5=C(C=CC=C51)P(C6=CC=CC=C6)C7=CC=CC=C7)C (xantphos). Reagents/catalysts: C(C)(=O)[O-].[Pd+2].C(C)(=O)[O-] (palladium acetate). Run in O1CCOCC1 (dioxane). Yields the product CC1=NC(=NC(=C1C(C(=O)OC)CCC)C1=CC=C(C=C1)C)NS(=O)(=O)C1=CC=C(C=C1)C (methyl 2-(4-methyl-2-(4-methylphenylsulfonamido)-6-p-tolylpyrimidin-5-yl)pentanoate). The yield is 22.8%. RXN SMILES: Cl[C:2]1[N:7]=[C:6]([CH3:8])[C:5]([CH:9]([CH2:14][CH2:15][CH3:16])[C:10]([O:12][CH3:13])=[O:11])=[C:4]([C:17]2[CH:22]=[CH:21][C:20]([CH3:23])=[CH:19][CH:18]=2)[N:3]=1.[CH3:24][C:25]1[CH:26]=[CH:27][C:28]([S:31]([NH2:34])(=[O:33])=[O:32])=[CH:29][CH:30]=1.CC1(C)C2C(=C(P(C3C=CC=CC=3)C3C=CC=CC=3)C=CC=2)OC2C(P(C3C=CC=CC=3)C3C=CC=CC=3)=CC=CC1=2>O1CCOCC1.C([O-])(=O)C.[Pd+2].C([O-])(=O)C>[CH3:8][C:6]1[C:5]([CH:9]([CH2:14][CH2:15][CH3:16])[C:10]([O:12][CH3:13])=[O:11])=[C:4]([C:17]2[CH:22]=[CH:21][C:20]([CH3:23])=[CH:19][CH:18]=2)[N:3]=[C:2]([NH:34][S:31]([C:28]2[CH:29]=[CH:30][C:25]([CH3:24])=[CH:26][CH:27]=2)(=[O:32])=[O:33])[N:7]=1 |f:4.5.6|. Reported procedure: Methyl 2-(2-chloro-4-methyl-6-p-tolylpyrimidin-5-yl)pentanoate (100 mg; 0.300 mmol), p-toluenesulfonamide (0.061 mg; 0.361 mmol), palladium acetate (2 mg, 0.009 mmol) and xantphos (10 mg; 0.018 mmol) were placed in a 2 mL reaction tube and dissolved in dioxane (1 mL), the tube was purged with argon, sealed and irradiated in a microwave oven at 160° C. for 30 min. The reaction mixture was partitioned between a saturated sodium chloride solution and dichloromethane, filtered over a phase separator... Starting materials: N(=NC(=O)OC(C)C)C(=O)OC(C)C (Diisopropyl azodicarboxylate), C1(=CC=CC=C1)S(=O)(=O)CC1=CC=C(C(=C1C(=O)OC)O)C1=C(OC=C1)C(C)O (methyl 6-(benzenesulfonylmethyl)-2-hydroxy-3-[2-(1-hydroxyethyl)-furan-3-yl]-benzoate), C1(=CC=CC=C1)S(=O)(=O)CC1=CC=C(C(=C1C(=O)OC)O)C1=C(OC=C1)C(C)O (methyl 6-(benzenesulfonylmethyl)-2-hydroxy-3-[2-(1-hydroxyethyl)-furan-3-yl]-benzoate), C1(=CC=CC=C1)P(C1=CC=CC=C1)C1=CC=CC=C1 (triphenylphosphine). Run in C1CCOC1 (THF). Run at time 1 hour. The product is C1(=CC=CC=C1)S(=O)(=O)CC1=CC=C2C3=C(C(OC2=C1C(=O)OC)C)OC=C3 (methyl 7-(benzenesulfonylmethyl)-4-methyl-4H-furo[2,3-c]chromene-6-carboxylate). Isolated yield 94.6%. Reaction SMILES: N(C(OC(C)C)=O)=NC(OC(C)C)=O.[C:15]1([S:21]([CH2:24][C:25]2[C:30]([C:31]([O:33][CH3:34])=[O:32])=[C:29](O)[C:28]([C:36]3[CH:40]=[CH:39][O:38][C:37]=3[CH:41]([OH:43])[CH3:42])=[CH:27][CH:26]=2)(=[O:23])=[O:22])[CH:20]=[CH:19][CH:18]=[CH:17][CH:16]=1.C1(P(C2C=CC=CC=2)C2C=CC=CC=2)C=CC=CC=1>C1COCC1>[C:15]1([S:21]([CH2:24][C:25]2[C:30]([C:31]([O:33][CH3:34])=[O:32])=[C:29]3[C:28]([C:36]4[CH:40]=[CH:39][O:38][C:37]=4[CH:41]([CH3:42])[O:43]3)=[CH:27][CH:26]=2)(=[O:22])=[O:23])[CH:16]=[CH:17][CH:18]=[CH:19][CH:20]=1. Procedure details: Diisopropyl azodicarboxylate (0.02 g) was added to a solution of methyl 6-(benzenesulfonylmethyl)-2-hydroxy-3-[2-(1-hydroxyethyl)-furan-3-yl]-benzoate (Intermediate 20, 0.042 g) and triphenylphosphine (0.026 g) in THF (2 mL) and the mixture was stirred for 1 hour. The mixture was evaporated to dryness and the residue was purified by chromatography on silica, eluting with a mixture of ethyl acetate and cyclohexane with a gradient of 5-10% to give methyl 7-(benzenesulfonylmethyl)-4-methyl-4H-furo[... The reactants are ClC1=CC(=CC=2COC(NC21)=O)OCCCCSC2=CC=C(C=C2)C (8-chloro-6-[4-(4-methyl-phenylmercapto)-butoxy]-4H-3,1-benzoxazin-2-one), OO (hydrogen peroxide). The product is ClC1=CC(=CC=2COC(NC21)=O)OCCCCS(=O)C2=CC=C(C=C2)C (8-Chloro-6-[4-(4-methyl-phenylsulfinyl)-butoxy]-4H-3,1-benzoxazin-2-one). Reaction SMILES: [Cl:1][C:2]1[C:11]2[NH:10][C:9](=[O:12])[O:8][CH2:7][C:6]=2[CH:5]=[C:4]([O:13][CH2:14][CH2:15][CH2:16][CH2:17][S:18][C:19]2[CH:24]=[CH:23][C:22]([CH3:25])=[CH:21][CH:20]=2)[CH:3]=1.[OH:26]O>>[Cl:1][C:2]1[C:11]2[NH:10][C:9](=[O:12])[O:8][CH2:7][C:6]=2[CH:5]=[C:4]([O:13][CH2:14][CH2:15][CH2:16][CH2:17][S:18]([C:19]2[CH:20]=[CH:21][C:22]([CH3:25])=[CH:23][CH:24]=2)=[O:26])[CH:3]=1. Procedure: Prepared analogously to Example 2 from 8-chloro-6-[4-(4-methyl-phenylmercapto)-butoxy]-4H-3,1-benzoxazin-2-one and hydrogen peroxide. The product is CN(C(=O)N(C)C1CN(C(=O)NC2CCCC2)CC1c1ccc(F)cc1)c1cc(C(F)(F)F)cc(C(F)(F)F)c1. As a reaction SMILES: [CH:34]1([N:39]=[C:40]=[O:41])[CH2:35][CH2:36][CH2:37][CH2:38]1.[ClH:1].[F:2][C:3]([c:4]1[cH:5][c:6]([N:14]([C:15](=[O:16])[N:17]([CH3:18])[CH:19]2[CH2:20][NH:21][CH2:22][CH:23]2[c:24]2[cH:25][cH:26][c:27]([F:30])[cH:28][cH:29]2)[CH3:31])[cH:7][c:8]([C:10]([F:11])([F:12])[F:13])[cH:9]1)([F:32])[F:33]>>[F:2][C:3]([c:4]1[cH:5][c:6]([N:14]([C:15](=[O:16])[N:17]([CH3:18])[CH:19]2[CH2:20][N:21]([C:40]([NH:39][CH:34]3[CH2:35][CH2:36][CH2:37][CH2:38]3)=[O:41])[CH2:22][CH:23]2[c:24]2[cH:25][cH:26][c:27]([F:30])[cH:28][cH:29]2)[CH3:31])[cH:7][c:8]([C:10]([F:11])([F:12])[F:13])[cH:9]1)([F:32])[F:33]. Starting materials: O=C=NC1CCCC1, Cl, CN(C(=O)N(C)C1CNCC1c1ccc(F)cc1)c1cc(C(F)(F)F)cc(C(F)(F)F)c1. Starting materials: FC1(CC2=C(NC(=C2)C(=O)OC)C1)F (methyl 5,5-difluoro-1,4,5,6-tetrahydrocyclopenta[b]pyrrole-2-carboxylate), O.[OH-].[Li+] (lithium hydroxide monohydrate). The product is FC1(CC2=C(NC(=C2)C(=O)O)C1)F (5,5-difluoro-1,4,5,6-tetrahydrocyclopenta[b]pyrrole-2-carboxylic acid). Reaction SMILES: [F:1][C:2]1([F:14])[CH2:13][C:5]2[NH:6][C:7]([C:9]([O:11]C)=[O:10])=[CH:8][C:4]=2[CH2:3]1.O.[OH-].[Li+]>>[F:14][C:2]1([F:1])[CH2:13][C:5]2[NH:6][C:7]([C:9]([OH:11])=[O:10])=[CH:8][C:4]=2[CH2:3]1 |f:1.2.3|. Reported procedure: The title compound was synthesized from methyl 5,5-difluoro-1,4,5,6-tetrahydrocyclopenta[b]pyrrole-2-carboxylate and lithium hydroxide monohydrate according to General Procedure 7. The material was purified by reverse-phase chromatography (MeCN/H2O, 0.05% TFA) to afford 1.6 mg of 5,5-difluoro-1,4,5,6-tetrahydrocyclopenta[b]pyrrole-2-carboxylic acid in 45.0% yield. 19F NMR (400 MHz, acetone-d6) δ ppm −86.73; LCMS-MS (ESI+) 188.0 (M+H).